describe an organic reaction: reactants, conditions, products, and yield From a dataset of the Open Reaction Database (ORD), a public repository of structured organic reaction records. Starting materials: FC(C1=CC=C(N)C=C1)(F)F (p-trifluoromethylaniline), C(#N)C(C(=O)NC(=O)OCC)=COCC (α-cyano-β-ethoxy-N-ethoxycarbonylacrylamide). The solvent is C(C)O (ethanol), C(C)O (ethanol). Product: C(#N)C(C(=O)NC(=O)OCC)=CNC1=CC=C(C=C1)C(F)(F)F (α-cyano-β-(4-trifluoromethylanilino)-N-ethoxycarbonylacrylamide). Yield: 90.8%. Reaction SMILES: [C:1]([C:3](=[CH:12]OCC)[C:4]([NH:6][C:7]([O:9][CH2:10][CH3:11])=[O:8])=[O:5])#[N:2].[F:16][C:17]([F:26])([F:25])[C:18]1[CH:24]=[CH:23][C:21]([NH2:22])=[CH:20][CH:19]=1>C(O)C>[C:1]([C:3](=[CH:12][NH:22][C:21]1[CH:23]=[CH:24][C:18]([C:17]([F:25])([F:26])[F:16])=[CH:19][CH:20]=1)[C:4]([NH:6][C:7]([O:9][CH2:10][CH3:11])=[O:8])=[O:5])#[N:2]. Procedure: A mixture of α-cyano-β-ethoxy-N-ethoxycarbonylacrylamide (10 g) and 45 ml of ethanol is heated to effect dissolution. Then 8.12 g of p-trifluoromethylaniline in 10 ml of ethanol is added and the mixture heated at reflux for 45 minutes. The mixture is cooled and filtered to give 14.01 g of α-cyano-β-(4-trifluoromethylanilino)-N-ethoxycarbonylacrylamide, which is added to about 60 ml of tetralin and heated at reflux for several hours. On formation of precipitate, the mixture is allowed to cool and... Reactants: NC1=CC(=NN1C1=C(C=C(C(=C1)SCC(F)(F)F)C)F)OCC(C(F)(F)F)(F)F (5-amino-1-{2-fluoro-4-methyl-5-(2,2,2-trifluoroethylthio)phenyl}-3-(2,2,3,3,3-pentafluoropropoxy)pyrazole), BrN1C(CCC1=O)=O (N-bromosuccinimide). Run in C(C)#N (acetonitrile). Reaction conditions: time 10 minute. Yields the product NC1=C(C(=NN1C1=C(C=C(C(=C1)SCC(F)(F)F)C)F)OCC(C(F)(F)F)(F)F)Br (5-amino-4-bromo 1-{2-fluoro-4-methyl-5-(2,2,2-trifluoroethylthio)phenyl}-3-(2,2,3,3,3-pentafluoropropoxy)pyrazole). Isolated yield 85.2%. As a reaction SMILES: [NH2:1][C:2]1[N:6]([C:7]2[CH:12]=[C:11]([S:13][CH2:14][C:15]([F:18])([F:17])[F:16])[C:10]([CH3:19])=[CH:9][C:8]=2[F:20])[N:5]=[C:4]([O:21][CH2:22][C:23]([F:29])([F:28])[C:24]([F:27])([F:26])[F:25])[CH:3]=1.[Br:30]N1C(=O)CCC1=O>C(#N)C>[NH2:1][C:2]1[N:6]([C:7]2[CH:12]=[C:11]([S:13][CH2:14][C:15]([F:16])([F:17])[F:18])[C:10]([CH3:19])=[CH:9][C:8]=2[F:20])[N:5]=[C:4]([O:21][CH2:22][C:23]([F:28])([F:29])[C:24]([F:25])([F:27])[F:26])[C:3]=1[Br:30]. Procedure: 2.0 g of 5-amino-1-{2-fluoro-4-methyl-5-(2,2,2-trifluoroethylthio)phenyl}-3-(2,2,3,3,3-pentafluoropropoxy)pyrazole was dissolved in 50 mL of acetonitrile, and 0.8g of N-bromosuccinimide was added under cooling with ice. After stirring for 10minutes under cooling with ice, the solvent was distilled off under reduced pressure, extraction with ethyl acetate was carried out, and the organic layer was dried over anhydrous magnesium sulfate. Then, the solvent was distilled off under reduced pressure, ... The reactants are CC1NC(CC2=CC=C(C=C12)OC)C(=O)OC (1,2,3,4-tetrahydro-1-methyl-3-methoxycarbonyl-7-methoxyisoquinoline), [H-].[Al+3].[Li+].[H-].[H-].[H-] (lithium aluminium hydride). Run in O1CCCC1 (tetrahydrofuran), O1CCCC1 (tetrahydrofuran). Reaction conditions: time 3 hour. Yields the product CC1NC(CC2=CC=C(C=C12)OC)CO (1,2,3,4-Tetrahydro-1-methyl-3-hydroxymethyl-7-methoxyisoquinoline), foam. Yield: 82.0%. RXN SMILES: [CH3:1][CH:2]1[C:11]2[C:6](=[CH:7][CH:8]=[C:9]([O:12][CH3:13])[CH:10]=2)[CH2:5][CH:4]([C:14](OC)=[O:15])[NH:3]1.[H-].[Al+3].[Li+].[H-].[H-].[H-]>O1CCCC1>[CH3:1][CH:2]1[C:11]2[C:6](=[CH:7][CH:8]=[C:9]([O:12][CH3:13])[CH:10]=2)[CH2:5][CH:4]([CH2:14][OH:15])[NH:3]1 |f:1.2.3.4.5.6|. Procedure details: To a solution of 1,2,3,4-tetrahydro-1-methyl-3-methoxycarbonyl-7-methoxyisoquinoline (0.67 g, 2.87 mmol) (described in example 73) in anhydrous tetrahydrofuran (5 mnL) was added dropwise I M solution of lithium aluminium hydride (5.7 nunol) in anhydrous tetrahydrofuran (5.7 mL). The mixture was stirred at rt for 3 hr. The reaction mixture was quenched by a careful addition of 5N NaOH (2 mL). The mixture was stirred at room temperature for 10 min and then filtered and the solid was washed twice w... The reactants are CC(=O)NCCC(=O)NCCNC(=O)O, C1CCCCC1, CCO. Product: CC(=O)NCCC(=O)NCCN. Reaction SMILES: [C:1]([CH3:2])(=[O:3])[NH:4][CH2:5][CH2:6][C:7](=[O:8])[NH:9][CH2:10][CH2:11][NH:12][C:13](=[O:14])[OH:15].[CH2:16]1[CH2:17][CH2:18][CH2:19][CH2:20][CH2:21]1.[CH3:22][CH2:23][OH:24]>>[C:1]([CH3:2])(=[O:3])[NH:4][CH2:5][CH2:6][C:7](=[O:8])[NH:9][CH2:10][CH2:11][NH2:12]. Product: O=C(O)c1cccn1Cc1cc(-c2ccc(Cl)s2)on1. Reaction SMILES: [CH2:1]([CH3:2])[O:3][C:4](=[O:5])[c:6]1[n:7]([CH2:11][c:12]2[n:13][o:14][c:15](-[c:17]3[s:18][c:19]([Cl:22])[cH:20][cH:21]3)[cH:16]2)[cH:8][cH:9][cH:10]1.[CH2:25]1[O:26][CH2:27][CH2:28][CH2:29]1.[CH3:23][OH:24].[OH2:30]>>[O:3]=[C:4]([OH:5])[c:6]1[n:7]([CH2:11][c:12]2[n:13][o:14][c:15](-[c:17]3[s:18][c:19]([Cl:22])[cH:20][cH:21]3)[cH:16]2)[cH:8][cH:9][cH:10]1. The reactants are CCOC(=O)c1cccn1Cc1cc(-c2ccc(Cl)s2)on1, C1CCOC1, CO, O. Starting materials: COCC1CCNCC1, CCN(C(C)C)C(C)C, CC(Cl)Cl, O=C(O)C(F)(F)F, C1CCOC1, COc1cnc(N2CCOCC2)c2sc(NC(=O)Oc3ccccc3)nc12. The product is COCC1CCN(C(=O)Nc2nc3c(OC)cnc(N4CCOCC4)c3s2)CC1. RXN SMILES: [CH3:35][O:36][CH2:37][CH:38]1[CH2:39][CH2:40][NH:41][CH2:42][CH2:43]1.[CH:44]([N:45]([CH2:46][CH3:47])[CH:48]([CH3:49])[CH3:50])([CH3:51])[CH3:52].[Cl:53][CH:54]([Cl:55])[CH3:56].[F:28][C:29]([F:30])([F:31])[C:32]([OH:33])=[O:34].[O:57]1[CH2:58][CH2:59][CH2:60][CH2:61]1.[c:1]1([O:2][C:8]([NH:9][c:10]2[s:11][c:12]3[c:13]([N:21]4[CH2:22][CH2:23][O:24][CH2:25][CH2:26]4)[n:14][cH:15][c:16]([O:19][CH3:20])[c:17]3[n:18]2)=[O:27])[cH:3][cH:4][cH:5][cH:6][cH:7]1>>[C:8]([NH:9][c:10]1[s:11][c:12]2[c:13]([N:21]3[CH2:22][CH2:23][O:24][CH2:25][CH2:26]3)[n:14][cH:15][c:16]([O:19][CH3:20])[c:17]2[n:18]1)(=[O:27])[N:41]1[CH2:40][CH2:39][CH:38]([CH2:37][O:36][CH3:35])[CH2:43][CH2:42]1.